From a dataset of the Open Reaction Database (ORD), a public repository of structured organic reaction records. describe an organic reaction: reactants, conditions, products, and yield Reactants: FC(F)(F)c1nnc2ccc(N3CCC(Oc4ccc(OCc5ccccc5)cc4)CC3)nn12, CO, [H][H]. Yields the product Oc1ccc(OC2CCN(c3ccc4nnc(C(F)(F)F)n4n3)CC2)cc1. Reaction SMILES: [CH2:1]([c:2]1[cH:3][cH:4][cH:5][cH:6][cH:7]1)[O:8][c:9]1[cH:10][cH:11][c:12]([O:13][CH:14]2[CH2:15][CH2:16][N:17]([c:20]3[cH:21][cH:22][c:23]4[n:24]([n:25]3)[c:26]([C:29]([F:30])([F:31])[F:32])[n:27][n:28]4)[CH2:18][CH2:19]2)[cH:33][cH:34]1.[CH3:37][OH:38].[H:35][H:36]>>[OH:8][c:9]1[cH:10][cH:11][c:12]([O:13][CH:14]2[CH2:15][CH2:16][N:17]([c:20]3[cH:21][cH:22][c:23]4[n:24]([n:25]3)[c:26]([C:29]([F:30])([F:31])[F:32])[n:27][n:28]4)[CH2:18][CH2:19]2)[cH:33][cH:34]1. The reactants are ClC1=NC(=C2N=CN(C2=N1)C(C)C)Cl (2,6-dichloro-9-(2-propyl)purine), COC1=CC=C(CN)C=C1 (4-methoxybenzylamine). The solvent is C(C)N(CC)CC (triethylamine). Yields the product ClC1=NC(=C2N=CN(C2=N1)C(C)C)NCC1=CC=C(C=C1)OC (2-Chloro-6-[(4-methoxybenzyl)amino]-9-(2-propyl)purine). RXN SMILES: [Cl:1][C:2]1[N:10]=[C:9]2[C:5]([N:6]=[CH:7][N:8]2[CH:11]([CH3:13])[CH3:12])=[C:4](Cl)[N:3]=1.[CH3:15][O:16][C:17]1[CH:24]=[CH:23][C:20]([CH2:21][NH2:22])=[CH:19][CH:18]=1>C(N(CC)CC)C>[Cl:1][C:2]1[N:10]=[C:9]2[C:5]([N:6]=[CH:7][N:8]2[CH:11]([CH3:13])[CH3:12])=[C:4]([NH:22][CH2:21][C:20]2[CH:23]=[CH:24][C:17]([O:16][CH3:15])=[CH:18][CH:19]=2)[N:3]=1. Procedure details: 2-Chloro-6-[(4-methoxybenzyl)amino]-9-(2-propyl)purine is prepared from 2,6-dichloro-9-(2-propyl)purine (see Example 19 for preparation), 4-methoxybenzylamine, and triethylamine essentially as described above in Example 1, Scheme A, step b. Yields the product CC(Cc1c[nH]c2c(C(=O)O)cccc12)NCC(O)c1cccc(Cl)c1. The reactants are CCN(CC)C(=O)c1cccc2c(CC(C)NCC(O)c3cccc(Cl)c3)c[nH]c12, C1COCCO1, Cl. Reaction SMILES: [CH2:1]([N:2]([CH2:3][CH3:29])[C:4](=[O:5])[c:6]1[cH:7][cH:8][cH:9][c:10]2[c:11]([CH2:15][CH:16]([CH3:17])[NH:18][CH2:19][CH:20]([OH:21])[c:22]3[cH:23][c:24]([Cl:28])[cH:25][cH:26][cH:27]3)[cH:12][nH:13][c:14]12)[CH3:30].[CH2:31]1[O:32][CH2:34][CH2:35][O:33][CH2:36]1.[ClH:37]>>[C:4](=[O:5])([c:6]1[cH:7][cH:8][cH:9][c:10]2[c:11]([CH2:15][CH:16]([CH3:17])[NH:18][CH2:19][CH:20]([OH:21])[c:22]3[cH:23][c:24]([Cl:28])[cH:25][cH:26][cH:27]3)[cH:12][nH:13][c:14]12)[OH:33]. Starting materials: FC=1C=C(C=CC1OC(C)C)[C@](CC1=CC=CC=C1)(C1=CC(=CC(=C1)OC(C(F)F)(F)F)F)N[S@](=O)C(C)(C)C ((R)—N—((R)-1-(3-fluoro-4-isopropoxyphenyl)-1-(3-fluoro-5-(1,1,2,2-tetrafluoroethoxy)phenyl)-2-phenylethyl)-2-methylpropane-2-sulfinamide), Cl (HCl). Run in CCOCC (ether), CO (MeOH). Reaction conditions: time 30 minute. Product: FC=1C=C(C=CC1OC(C)C)[C@@](CC1=CC=CC=C1)(N)C1=CC(=CC(=C1)OC(C(F)F)(F)F)F ((R)-1-(3-fluoro-4-isopropoxyphenyl)-1-(3-fluoro-5-(1,1,2,2-tetrafluoroethoxy)phenyl)-2-phenylethanamine). Yield: 101.9%. As a reaction SMILES: [F:1][C:2]1[CH:3]=[C:4]([C@@:12]([NH:34][S@@](C(C)(C)C)=O)([C:20]2[CH:25]=[C:24]([O:26][C:27]([F:32])([F:31])[CH:28]([F:30])[F:29])[CH:23]=[C:22]([F:33])[CH:21]=2)[CH2:13][C:14]2[CH:19]=[CH:18][CH:17]=[CH:16][CH:15]=2)[CH:5]=[CH:6][C:7]=1[O:8][CH:9]([CH3:11])[CH3:10].Cl>CO.CCOCC>[F:1][C:2]1[CH:3]=[C:4]([C@:12]([C:20]2[CH:25]=[C:24]([O:26][C:27]([F:31])([F:32])[CH:28]([F:29])[F:30])[CH:23]=[C:22]([F:33])[CH:21]=2)([NH2:34])[CH2:13][C:14]2[CH:19]=[CH:18][CH:17]=[CH:16][CH:15]=2)[CH:5]=[CH:6][C:7]=1[O:8][CH:9]([CH3:11])[CH3:10]. Procedure details: To a solution of (R)—N—((R)-1-(3-fluoro-4-isopropoxyphenyl)-1-(3-fluoro-5-(1,1,2,2-tetrafluoroethoxy)phenyl)-2-phenylethyl)-2-methylpropane-2-sulfinamide (398 mg, 0.678 mmol) in MeOH (1.5 mL) was added HCl (1.5 mL, 4 M solution in dioxane) and the reaction mixture was stirred for 30 min. The reaction mixture was diluted with ether (50 mL) and the organic layer was washed with sat. NaHCO3 (20 mL), dried over Na2SO4, filtered and concentrated to give (R)-1-(3-fluoro-4-isopropoxyphenyl)-1-(3-fluoro...